From a dataset of the Open Reaction Database (ORD), a public repository of structured organic reaction records. describe an organic reaction: reactants, conditions, products, and yield Starting materials: BrC1=CC(=C(C=C1)[N+](=O)[O-])F (4-Bromo-2-fluoro-1-nitrobenzene), [N+](=O)([O-])C1=C(N)C=CC(=C1)B1OC(C(O1)(C)C)(C)C (2-nitro-4-(4,4,5,5-tetramethyl-1,3,2-dioxaborolan-2-yl)aniline), K2CO2. The solvent is COCCOC.O (DME H2O). Reaction conditions: temperature 130 celsius. Yields the product FC=1C=C(C=CC1[N+](=O)[O-])C1=CC(=C(C=C1)N)[N+](=O)[O-] (3′-Fluoro-3,4′-dinitrobiphenyl-4-amine). Yield: 45.3%. RXN SMILES: Br[C:2]1[CH:7]=[CH:6][C:5]([N+:8]([O-:10])=[O:9])=[C:4]([F:11])[CH:3]=1.[N+:12]([C:15]1[CH:21]=[C:20](B2OC(C)(C)C(C)(C)O2)[CH:19]=[CH:18][C:16]=1[NH2:17])([O-:14])=[O:13]>COCCOC.O>[F:11][C:4]1[CH:3]=[C:2]([C:20]2[CH:19]=[CH:18][C:16]([NH2:17])=[C:15]([N+:12]([O-:14])=[O:13])[CH:21]=2)[CH:7]=[CH:6][C:5]=1[N+:8]([O-:10])=[O:9] |f:2.3|. Reported procedure: 4-Bromo-2-fluoro-1-nitrobenzene (500 mg, 2.27 mmol), 2-nitro-4-(4,4,5,5-tetramethyl-1,3,2-dioxaborolan-2-yl)aniline (660 mg, 2.50 mmol) and K2CO2 (940 mg, 6.81 mmol) were suspended in DME-H2O (4:1, 15 mL) and purged with nitrogen. The solution was degassed by sonication before Pd(dppf)Cl2 (185 mg, 10 mol %) was added. The mixture was heated to 130° C. for 10 min under microwave irradiation. The cooled mixture was partitioned between EtOAc and H2O. The aqueous layer was extracted with EtOAc (2×50... Reactants: [N+](=O)([O-])C=1C=CC2=C(C(=NCC(N2)=S)C2=C(C=CC=C2)Cl)C1 (1,3-dihydro-7-nitro-5-(o-chlorophenyl)-2H-1,4-benzodiazepine-2-thione), C(C)OCC(=O)NN (ethoxyacetic acid hydrazide). The solvent is C(CCC)O (n-butyl alcohol). Product: [N+](=O)([O-])C=1C=CC2=C(C(=NCC=3N2C(=NN3)COCC)C3=C(C=CC=C3)Cl)C1 (8-nitro-1-(ethoxymethyl)-6-(o-chlorophenyl)-4H-s-triazolo[4,3-a][1,4]benzodiazepine). RXN SMILES: [N+:1]([C:4]1[CH:5]=[CH:6][C:7]2[NH:13][C:12](=S)[CH2:11][N:10]=[C:9]([C:15]3[CH:20]=[CH:19][CH:18]=[CH:17][C:16]=3[Cl:21])[C:8]=2[CH:22]=1)([O-:3])=[O:2].[CH2:23]([O:25][CH2:26][C:27]([NH:29][NH2:30])=O)[CH3:24]>C(O)CCC>[N+:1]([C:4]1[CH:5]=[CH:6][C:7]2[N:13]3[C:27]([CH2:26][O:25][CH2:23][CH3:24])=[N:29][N:30]=[C:12]3[CH2:11][N:10]=[C:9]([C:15]3[CH:20]=[CH:19][CH:18]=[CH:17][C:16]=3[Cl:21])[C:8]=2[CH:22]=1)([O-:3])=[O:2]. Procedure: In the manner given in Example 1, a solution of 1,3-dihydro-7-nitro-5-(o-chlorophenyl)-2H-1,4-benzodiazepine-2-thione in n-butyl alcohol was heated to reflux with ethoxyacetic acid hydrazide to give 8-nitro-1-(ethoxymethyl)-6-(o-chlorophenyl)-4H-s-triazolo[4,3-a][1,4]benzodiazepine. The reactants are C(CCC)C1=NOC(=C1CO)C (3-butyl-5-methyl-4-isoxazolyl-methanol), COC(=O)C1=CC(=NS1)O (3-hydroxy-isothiazole-5-carboxylic acid methyl ester), C1(=CC=CC=C1)P(C1=CC=CC=C1)C1=CC=CC=C1 (triphenylphosphine), N(=NC(=O)OCC)C(=O)OCC (diethyl azodicarboxylate). Run in C1CCOC1 (THF). Conditions: time 8 hour. Product: COC(=O)C1=CC(=NS1)OCC=1C(=NOC1C)CCCC (3-(3-Butyl-5-methyl-isoxazol-4-ylmethoxy)-isothiazole-5-carboxylic acid methyl ester). The yield is 75.9%. As a reaction SMILES: [CH2:1]([C:5]1[C:9]([CH2:10][OH:11])=[C:8]([CH3:12])[O:7][N:6]=1)[CH2:2][CH2:3][CH3:4].[CH3:13][O:14][C:15]([C:17]1[S:21][N:20]=[C:19](O)[CH:18]=1)=[O:16].C1(P(C2C=CC=CC=2)C2C=CC=CC=2)C=CC=CC=1.N(C(OCC)=O)=NC(OCC)=O>C1COCC1>[CH3:13][O:14][C:15]([C:17]1[S:21][N:20]=[C:19]([O:11][CH2:10][C:9]2[C:5]([CH2:1][CH2:2][CH2:3][CH3:4])=[N:6][O:7][C:8]=2[CH3:12])[CH:18]=1)=[O:16]. Procedure: To a solution of 3-butyl-5-methyl-4-isoxazolyl-methanol (367 mg, 2.2 mmol) in THF (10 mL) was added 3-hydroxy-isothiazole-5-carboxylic acid methyl ester (345 mg, 2.2 mmol) and triphenylphosphine (622 mg, 2.4 mmol) at 0° C. under an argon atmosphere. Then diethyl azodicarboxylate (˜40% in toluene, 1.04 mL, 2.4 mmol) was added and the reaction mixture was stirred overnight at room temperature. Concentration and purification by chromatography (silica, heptane:ethyl acetate=9:1 to 0:1) afforded the ...